Dataset: the Open Reaction Database (ORD), a public repository of structured organic reaction records. Task: describe an organic reaction: reactants, conditions, products, and yield Starting materials: CC(C)(C)[Si](OC1CC2CC1CC2O)(c1ccccc1)c1ccccc1, C1CCOC1, CCOC(=O)N=NC(=O)OCC, O=C1NC(=O)c2ccccc21, c1ccc(P(c2ccccc2)c2ccccc2)cc1. Product: CC(C)(C)[Si](OC1CC2CC1CC2N1C(=O)c2ccccc2C1=O)(c1ccccc1)c1ccccc1. As a reaction SMILES: [C:13]([CH3:14])([CH3:15])([CH3:16])[Si:17]([O:18][CH:19]1[CH:20]2[CH2:21][CH:22]([OH:26])[CH:23]([CH2:24]1)[CH2:25]2)([c:27]1[cH:28][cH:29][cH:30][cH:31][cH:32]1)[c:33]1[cH:34][cH:35][cH:36][cH:37][cH:38]1.[CH2:69]1[O:70][CH2:71][CH2:72][CH2:73]1.[O:1]=[C:2]([O:3][CH2:4][CH3:5])[N:6]=[N:7][C:8]([O:9][CH2:10][CH3:11])=[O:12].[O:39]=[C:40]1[NH:41][C:42](=[O:43])[c:44]2[cH:45][cH:46][cH:47][cH:48][c:49]21.[c:50]1([P:51]([c:52]2[cH:53][cH:54][cH:55][cH:56][cH:57]2)[c:58]2[cH:59][cH:60][cH:61][cH:62][cH:63]2)[cH:64][cH:65][cH:66][cH:67][cH:68]1>>[C:13]([CH3:14])([CH3:15])([CH3:16])[Si:17]([O:18][CH:19]1[CH:20]2[CH2:21][CH:22]([N:41]3[C:40](=[O:39])[c:49]4[c:44]([cH:45][cH:46][cH:47][cH:48]4)[C:42]3=[O:43])[CH:23]([CH2:24]1)[CH2:25]2)([c:27]1[cH:28][cH:29][cH:30][cH:31][cH:32]1)[c:33]1[cH:34][cH:35][cH:36][cH:37][cH:38]1. Product: Cl, N=C(N)Nc1ccc2c(c1)C(C(=O)Oc1ccccc1)CCC2. Starting materials: CCO, Cl, Nc1ccc2c(c1)C(C(=O)Oc1ccccc1)CCC2, N#CN. RXN SMILES: [CH3:25][CH2:26][OH:27].[ClH:21].[NH2:1][c:2]1[cH:3][cH:4][c:5]2[c:10]([cH:11]1)[CH:9]([C:12](=[O:13])[O:14][c:15]1[cH:16][cH:17][cH:18][cH:19][cH:20]1)[CH2:8][CH2:7][CH2:6]2.[NH2:22][C:23]#[N:24]>>[ClH:21].[NH:1]([c:2]1[cH:3][cH:4][c:5]2[c:10]([cH:11]1)[CH:9]([C:12](=[O:13])[O:14][c:15]1[cH:16][cH:17][cH:18][cH:19][cH:20]1)[CH2:8][CH2:7][CH2:6]2)[C:23](=[NH:22])[NH2:24]. The reactants are CS(=O)C (dimethyl sulfoxide), ClC=1N(C2=NC(=NC(=C2N1)N1CCOCC1)C=1C=NC(=NC1)N)CC1CC1 (5-[8-chloro-9-(cyclopropylmethyl)-6-morpholin-4-yl-9H-purin-2-yl]pyrimidin-2-amine), N1CCOCC1 (morpholine), N1CCOCC1 (Morpholine). The solvent is ClCCl.CO (dichloromethane methanol). Run at time 4 hour. The product is C1(CC1)CN1C2=NC(=NC(=C2N=C1N1CCOCC1)N1CCOCC1)C=1C=NC(=NC1)N (5-[9-(Cyclopropylmethyl)-6,8-dimorpholin-4-yl-9H-purin-2-yl]pyrimidin-2-amine). Isolated yield 103.3%. As a reaction SMILES: CS(C)=O.Cl[C:6]1[N:7]([CH2:28][CH:29]2[CH2:31][CH2:30]2)[C:8]2[C:13]([N:14]=1)=[C:12]([N:15]1[CH2:20][CH2:19][O:18][CH2:17][CH2:16]1)[N:11]=[C:10]([C:21]1[CH:22]=[N:23][C:24]([NH2:27])=[N:25][CH:26]=1)[N:9]=2.[NH:32]1[CH2:37][CH2:36][O:35][CH2:34][CH2:33]1>ClCCl.CO>[CH:29]1([CH2:28][N:7]2[C:6]([N:32]3[CH2:37][CH2:36][O:35][CH2:34][CH2:33]3)=[N:14][C:13]3[C:8]2=[N:9][C:10]([C:21]2[CH:22]=[N:23][C:24]([NH2:27])=[N:25][CH:26]=2)=[N:11][C:12]=3[N:15]2[CH2:20][CH2:19][O:18][CH2:17][CH2:16]2)[CH2:31][CH2:30]1 |f:3.4|. Reported procedure: A dimethyl sulfoxide solution (1.0 ml) of 5-[8-chloro-9-(cyclopropylmethyl)-6-morpholin-4-yl-9H-purin-2-yl]pyrimidin-2-amine (75.3 mg, 0.19 mmol) and morpholine (65.8 μl, 0.75 mmol) was heated at 140° C. and stirred for 4 hours. Morpholine (32.9 μl, 0.38 mmol) was added at room temperature and the resulting mixture was further stirred at 140° C. for 2 hours. The resulting mixture was left standing to cool followed by the addition of dichloromethane-methanol (10:1) and the resulting mixture was w... Reactants: CC=1NC=C(N1)C#CC1=CC(=NC=C1)C#N (4-(2-Methyl-1H-imidazol-4-ylethynyl)-pyridine-2-carbonitrile), ClC1=CC=C(C=N1)B(O)O (6-chloro-3-pyridinyl-boronic acid). Product: ClC1=CC=C(C=N1)N1C(=NC(=C1)C#CC1=CC(=NC=C1)C#N)C (4-[1-(6-Chloro-pyridin-3-yl)-2-methyl-1H-imidazol-4-ylethynyl]-pyridine-2-carbonitrile). Reaction SMILES: [CH3:1][C:2]1[NH:3][CH:4]=[C:5]([C:7]#[C:8][C:9]2[CH:14]=[CH:13][N:12]=[C:11]([C:15]#[N:16])[CH:10]=2)[N:6]=1.[Cl:17][C:18]1[N:23]=[CH:22][C:21](B(O)O)=[CH:20][CH:19]=1>>[Cl:17][C:18]1[N:23]=[CH:22][C:21]([N:3]2[CH:4]=[C:5]([C:7]#[C:8][C:9]3[CH:14]=[CH:13][N:12]=[C:11]([C:15]#[N:16])[CH:10]=3)[N:6]=[C:2]2[CH3:1])=[CH:20][CH:19]=1. Reported procedure: The title compound, MS: m/e=320.0, 322.1 (M+H+), was prepared in accordance with the general method of example 7 from 4-(2-Methyl-1H-imidazol-4-ylethynyl)-pyridine-2-carbonitrile and 6-chloro-3-pyridinyl-boronic acid. Reactants: O1C=CC2=C1C=CC=C2 (benzofuran), NC1=NC(=CC(=N1)C)C (2-amino-4,6-dimethylpyrimidine), ClS(=O)(=O)N=C=O (chlorosulfonyl isocyanate), [Cl-].[Al+3].[Cl-].[Cl-] (aluminum chloride). The solvent is [N+](=O)([O-])C (nitromethane), O (water), [N+](=O)([O-])C (nitromethane). Conditions: temperature -10 celsius. Product: CC1=NC(=NC(=C1)C)NC(=O)NS(=O)(=O)C=1OC2=C(C1)C=CC=C2 (N-[(4,6-Dimethylpyrimidin-2-yl)aminocarbonyl]benzofuransulfonamide). Reaction SMILES: [NH2:1][C:2]1[N:7]=[C:6]([CH3:8])[CH:5]=[C:4]([CH3:9])[N:3]=1.Cl[S:11]([N:14]=[C:15]=[O:16])(=[O:13])=[O:12].[O:17]1[C:21]2[CH:22]=[CH:23][CH:24]=[CH:25][C:20]=2[CH:19]=[CH:18]1.[Cl-].[Al+3].[Cl-].[Cl-]>[N+](C)([O-])=O.O>[CH3:9][C:4]1[CH:5]=[C:6]([CH3:8])[N:7]=[C:2]([NH:1][C:15]([NH:14][S:11]([C:18]2[O:17][C:21]3[CH:22]=[CH:23][CH:24]=[CH:25][C:20]=3[CH:19]=2)(=[O:13])=[O:12])=[O:16])[N:3]=1 |f:3.4.5.6|. Reported procedure: A suspension of 2.59 g of 2-amino-4,6-dimethylpyrimidine in 50 ml of nitromethane was cooled to -10° C. and treated with 2.0 ml of chlorosulfonyl isocyanate. After stirring for 0.5 hour at -10° C. a solution of 2.0 ml of benzofuran in 10 ml of nitromethane was added dropwise followed by 2.8 g of aluminum chloride. The mixture was stirred and heated at reflux until TLC monitoring indicated the disappearance of starting material. The mixture was cooled, poured into water, extracted with methylene ... The reactants are ClC1=CC=C(C=C1)C1=C(C=2N(C=C1)C(N(N2)CC=2C(=NC(=CC2)C(F)(F)F)C=O)=O)C2=CC=NC=C2 (3-((7-(4-chlorophenyl)-3-oxo-8-(pyridin-4-yl)-[1,2,4]triazolo[4,3-a]pyridin-2(3H)-yl)methyl)-6-(trifluoromethyl)picolinaldehyde), Cl (HCl), [OH-].[Na+] (NaOH). The reagents and catalysts are [N+](=O)([O-])[O-].[Ag+] (silver nitrate). Solvent: CC#N (CH3CN). Reaction conditions: time 1 hour. Product: ClC1=CC=C(C=C1)C1=C(C=2N(C=C1)C(N(N2)CC=2C(=NC(=CC2)C(F)(F)F)C(=O)O)=O)C2=CC=NC=C2 (3-((7-(4-chlorophenyl)-3-oxo-8-(pyridin-4-yl)-[1,2,4]triazolo[4,3-a]pyridin-2(3H)-yl)methyl)-6-(trifluoromethyl)picolinic acid). Isolated yield 97.0%. RXN SMILES: [Cl:1][C:2]1[CH:7]=[CH:6][C:5]([C:8]2[CH:13]=[CH:12][N:11]3[C:14](=[O:30])[N:15]([CH2:17][C:18]4[C:19]([CH:28]=[O:29])=[N:20][C:21]([C:24]([F:27])([F:26])[F:25])=[CH:22][CH:23]=4)[N:16]=[C:10]3[C:9]=2[C:31]2[CH:36]=[CH:35][N:34]=[CH:33][CH:32]=2)=[CH:4][CH:3]=1.[OH-:37].[Na+].Cl>CC#N.[N+]([O-])([O-])=O.[Ag+]>[Cl:1][C:2]1[CH:3]=[CH:4][C:5]([C:8]2[CH:13]=[CH:12][N:11]3[C:14](=[O:30])[N:15]([CH2:17][C:18]4[C:19]([C:28]([OH:37])=[O:29])=[N:20][C:21]([C:24]([F:26])([F:27])[F:25])=[CH:22][CH:23]=4)[N:16]=[C:10]3[C:9]=2[C:31]2[CH:32]=[CH:33][N:34]=[CH:35][CH:36]=2)=[CH:6][CH:7]=1 |f:1.2,5.6|. Reported procedure: To a stirring solution of 3-((7-(4-chlorophenyl)-3-oxo-8-(pyridin-4-yl)-[1,2,4]triazolo[4,3-a]pyridin-2(3H)-yl)methyl)-6-(trifluoromethyl)picolinaldehyde (150 mg, 0.294 mmol) in CH3CN (10 mL) was added silver nitrate (235 mg, 1.38 mmol), followed by 1.0 M aqueous NaOH solution (2.2 mL, 2.2 mmol). The resulting black mixture was stirred at room temperature for 1 h, then the reaction mixture was adjusted to pH 5 by dropwise addition of 1 N aqueous HCl solution. The resulting mixture was extracted ... Reactants: C(C1=CC=CC=C1)N1C(C=CCC1)=O (1-benzyl-5,6-dihydro-2(1H)-pyridinone), [N+](=[N-])=CC(=O)OCC (ethyl diazoacetate). The reagents and catalysts are [C-]#[O+].[C-]#[O+].[C-]#[O+].[C-]#[O+].[C-]#[O+].[C-]#[O+].[Mo] (molybdenum hexacarbonyl). Product: C(C)OC(=O)C1C2CCN(C(C12)=O)CC1=CC=CC=C1 (3-benzyl-2-oxo-3-azabicyclo[4.1.0]heptane-7-carboxylic acid ethyl ester). Reaction SMILES: [CH2:1]([N:8]1[CH2:13][CH2:12][CH:11]=[CH:10][C:9]1=[O:14])[C:2]1[CH:7]=[CH:6][CH:5]=[CH:4][CH:3]=1.[N+](=[CH:17][C:18]([O:20][CH2:21][CH3:22])=[O:19])=[N-]>[C-]#[O+].[C-]#[O+].[C-]#[O+].[C-]#[O+].[C-]#[O+].[C-]#[O+].[Mo]>[CH2:21]([O:20][C:18]([CH:17]1[CH:10]2[CH:11]1[CH2:12][CH2:13][N:8]([CH2:1][C:2]1[CH:7]=[CH:6][CH:5]=[CH:4][CH:3]=1)[C:9]2=[O:14])=[O:19])[CH3:22] |f:2.3.4.5.6.7.8|. Procedure: These compounds can be prepared from 1-benzyl-5,6-dihydro-2(1H)-pyridinone by reaction with ethyl diazoacetate with molybdenum hexacarbonyl catalyst to provide 3-benzyl-2-oxo-3-azabicyclo[4.1.0]heptane-7-carboxylic acid ethyl ester, which can be reduced with lithium aluminum hydride to provide 3-benzyl-7-hydroxymethyl-3-azabicyclo[4.1.0]heptane. Utilization of the methods in Section VIII then yields the desired 7-R7 -substituent. Reactants: C(=O)([O-])[O-].[K+].[K+].CC(=O)C (K2CO3 acetone), BrC1=C(C=CC=C1)CC(=O)OC (methyl 2-bromophenylacetate), C1(=CC=CC=C1)O (phenol), ClC=1C=C(CO)C=C(C1O)Cl (3,5-dichloro-4-hydroxybenzyl alcohol). Product: ClC1=C(OC(C(=O)OC)C2=CC=CC=C2)C(=CC(=C1)CO)Cl (methyl 2-(2,6-dichloro-4-hydroxymethylphenoxy)-2-phenylacetate). Yield: 20.4%. Reaction SMILES: C([O-])([O-])=O.[K+].[K+].CC(C)=O.C1(O)C=CC=CC=1.[Cl:18][C:19]1[CH:20]=[C:21]([CH:24]=[C:25]([Cl:28])[C:26]=1[OH:27])[CH2:22][OH:23].Br[C:30]1[CH:35]=[CH:34][CH:33]=[CH:32][C:31]=1[CH2:36][C:37]([O:39][CH3:40])=[O:38]>>[Cl:18][C:19]1[CH:20]=[C:21]([CH2:22][OH:23])[CH:24]=[C:25]([Cl:28])[C:26]=1[O:27][CH:36]([C:31]1[CH:32]=[CH:33][CH:34]=[CH:35][CH:30]=1)[C:37]([O:39][CH3:40])=[O:38] |f:0.1.2.3|. Procedure details: Using the K2CO3 /acetone conditions for phenol alkylation described in Step A of Example 4, 0.400 g (2.07 mmol) of the product of Step C was alkylated with 0.522 g (2.28 mmol) of methyl 2-bromophenylacetate to afford 0.144 g (20%) of the title compound. Starting materials: Azodicarboxylic dipiperidide, C(CCC)P(CCCC)CCCC (tributylphosphine), OC1=CC=C(C=C1)CC(=O)OC (methyl 4-hydroxyphenylacetate), BrC1=CC=C(C=C1)/C(=C/CO)/C1=CC=CC=C1 ((E)-3-(4-bromo-phenyl)-3-phenyl-prop-2-en-1-ol). Solvent: C1CCOC1 (THF). Conditions: time 1 hour. Yields the product COC(CC1=CC=C(C=C1)OC\C=C(/C1=CC=CC=C1)\C1=CC=C(C=C1)Br)=O ((E)-{4-[3-(4-Bromo-phenyl)-3-phenyl-allyloxy]-phenyl}-acetic acid methyl ester). Yield: 81.2%. RXN SMILES: C(P(CCCC)CCCC)CCC.[OH:14][C:15]1[CH:20]=[CH:19][C:18]([CH2:21][C:22]([O:24][CH3:25])=[O:23])=[CH:17][CH:16]=1.[Br:26][C:27]1[CH:32]=[CH:31][C:30](/[C:33](/[C:37]2[CH:42]=[CH:41][CH:40]=[CH:39][CH:38]=2)=[CH:34]/[CH2:35]O)=[CH:29][CH:28]=1>C1COCC1>[CH3:25][O:24][C:22](=[O:23])[CH2:21][C:18]1[CH:17]=[CH:16][C:15]([O:14][CH2:35]/[CH:34]=[C:33](/[C:30]2[CH:29]=[CH:28][C:27]([Br:26])=[CH:32][CH:31]=2)\[C:37]2[CH:42]=[CH:41][CH:40]=[CH:39][CH:38]=2)=[CH:20][CH:19]=1. Reported procedure: Azodicarboxylic dipiperidide (0.756 g, 3.0 mmol) was added at 0-5° C. to a stirred solution of tributylphosphine (0.94 ml, 786 mg, 3.0 mmol), methyl 4-hydroxyphenylacetate (332 mg, 2.0 mmol) and (E)-3-(4-bromo-phenyl)-3-phenyl-prop-2-en-1-ol (578 mg, 2.0 mmol) in dry THF (25 ml), the mixture was stirred for 1 h. The mixture was filtered and concentrated I vacuo. The residue was purified by flash chromatography on silica gel (toluene as eluent) to give 710 mg (81%) of the title compound. Reactants: C(C1=CC=CC=C1)OC1=CC=C2C(=N1)NC=N2 (5-(benzyloxy)-3H-imidazo[4,5-b]pyridine), BrC1CCC1 (bromocyclobutane). Yields the product C1(CCC1)N1C=NC=2C1=NC(=CC2)O (3-Cyclobutyl-3H-imidazo[4,5-b]pyridin-5-ol). Reaction SMILES: C([O:8][C:9]1[N:14]=[C:13]2[NH:15][CH:16]=[N:17][C:12]2=[CH:11][CH:10]=1)C1C=CC=CC=1.Br[CH:19]1[CH2:22][CH2:21][CH2:20]1>>[CH:19]1([N:15]2[C:13]3=[N:14][C:9]([OH:8])=[CH:10][CH:11]=[C:12]3[N:17]=[CH:16]2)[CH2:22][CH2:21][CH2:20]1. Procedure details: From 5-(benzyloxy)-3H-imidazo[4,5-b]pyridine and bromocyclobutane, prepared in a similar manner as the one described in Example 1.2, the title compound was obtained. LCMS m/z=190.0 [M+H]+; 1H NMR (400 MHz, methanol-d4) δ ppm 2.07 (m, 2H), 2.67 (m, 2H), 2.78 (m, 2H), 5.24 (m, 1H), 6.95 (d, J=8.9 Hz, 1H), 8.08 (d, J=8.9 Hz, 1H), 9.33 (s, 1H).